This data is from the Open Reaction Database (ORD), a public repository of structured organic reaction records. The task is: describe an organic reaction: reactants, conditions, products, and yield The reactants are C(c1c(cnc(c1[Cl])[Cl])[Cl])=O, CC1=CN=C(C=C1)N, [C-]#[N+]C1CCCCC1. The reagents and catalysts are O=C(O)C(F)(F)F (trifluoroacetic acid). Solvent: CC(C)O (isopropyl alcohol), CC(C)O (isopropylalcohol). Run at temperature 22 celsius, time 20 hour. Yields the product Cc1ccc2nc(c3c(cnc(c3[Cl])[Cl])[Cl])c(NC3CCCCC3)n2c1. Isolated yield 31.0%. As a reaction SMILES: CC1=CC=C(N)N=C1.[C-]#[N+]C1CCCCC1.ClC1=CN=C(Cl)C(Cl)=C1C=O>>CC1=CN2C(C=C1)=NC(=C2NC1CCCCC1)C1=C(Cl)C(Cl)=NC=C1Cl. The reactants are COC1=CC=C(C=C1)C1C2C(OC(C12)=O)=O (6-(4-Methoxyphenyl)-3-oxabicyclo[3.1.0]hexane-2,4-dione), COC1=CC=C(C=C1)CN ((4-methoxyphenyl)methanamine). The solvent is C(Cl)Cl (CH2Cl2). Reaction conditions: temperature 180 celsius. Yields the product COC1=CC=C(CN2C(C3C(C3C2=O)C2=CC=C(C=C2)OC)=O)C=C1 (3-(4-Methoxybenzyl)-6-(4-methoxyphenyl)-3-azabicyclo[3.1.0]hexane-2,4-dione). Isolated yield 63.0%. As a reaction SMILES: [CH3:1][O:2][C:3]1[CH:8]=[CH:7][C:6]([CH:9]2[CH:14]3[CH:10]2[C:11](=[O:16])O[C:13]3=[O:15])=[CH:5][CH:4]=1.[CH3:17][O:18][C:19]1[CH:24]=[CH:23][C:22]([CH2:25][NH2:26])=[CH:21][CH:20]=1>C(Cl)Cl>[CH3:17][O:18][C:19]1[CH:24]=[CH:23][C:22]([CH2:25][N:26]2[C:11](=[O:16])[CH:10]3[CH:14]([CH:9]3[C:6]3[CH:5]=[CH:4][C:3]([O:2][CH3:1])=[CH:8][CH:7]=3)[C:13]2=[O:15])=[CH:21][CH:20]=1. Procedure details: A mixture of 6-(4-Methoxyphenyl)-3-oxabicyclo[3.1.0]hexane-2,4-dione (crude product from the previous step) and (4-methoxyphenyl)methanamine was heated at 180° C. for 1.5 h. After cooling to room temperature, the reaction mixture was dissolved in CH2Cl2 and purified by flash column chromatography with EtOAc in hexane (20%, 30%, then 40%) to give the title compound as a yellow solid (0.71 g, 63% yield over three steps). MS [M+H]+: 338. Starting materials: ClC1=C(C=CC=C1)C1=C2CNC(N(C2=CC(=C1)C=O)C1=C(C=CC=C1Cl)Cl)=O (5-(2-chlorophenyl)-1-(2,6-dichlorophenyl)-2-oxo-1,2,3,4-tetrahydroquinazoline-7-carbaldehyde), C(=O)(OCC1=CC=CC=C1)N1C(CNCC1)C (1-CBz-2-methylpiperazine). The product is ClC1=C(C=CC=C1)C1=C2CNC(N(C2=CC(=C1)CN1CC(N(CC1)C(=O)OCC1=CC=CC=C1)C)C1=C(C=CC=C1Cl)Cl)=O (benzyl 4-{[5-(2-chlorophenyl)-1-(2,6-dichlorophenyl)-2-oxo-1,2,3,4-tetrahydroquinazolin-7-yl]methyl}-2-methylpiperazine-1-carboxylate). Reaction SMILES: [Cl:1][C:2]1[CH:7]=[CH:6][CH:5]=[CH:4][C:3]=1[C:8]1[CH:17]=[C:16]([CH:18]=O)[CH:15]=[C:14]2[C:9]=1[CH2:10][NH:11][C:12](=[O:28])[N:13]2[C:20]1[C:25]([Cl:26])=[CH:24][CH:23]=[CH:22][C:21]=1[Cl:27].[C:29]([N:39]1[CH2:44][CH2:43][NH:42][CH2:41][CH:40]1[CH3:45])([O:31][CH2:32][C:33]1[CH:38]=[CH:37][CH:36]=[CH:35][CH:34]=1)=[O:30]>>[Cl:1][C:2]1[CH:7]=[CH:6][CH:5]=[CH:4][C:3]=1[C:8]1[CH:17]=[C:16]([CH2:18][N:42]2[CH2:43][CH2:44][N:39]([C:29]([O:31][CH2:32][C:33]3[CH:34]=[CH:35][CH:36]=[CH:37][CH:38]=3)=[O:30])[CH:40]([CH3:45])[CH2:41]2)[CH:15]=[C:14]2[C:9]=1[CH2:10][NH:11][C:12](=[O:28])[N:13]2[C:20]1[C:21]([Cl:27])=[CH:22][CH:23]=[CH:24][C:25]=1[Cl:26]. Procedure: The benzyl 4-{[5-(2-chlorophenyl)-1-(2,6-dichlorophenyl)-2-oxo-1,2,3,4-tetrahydroquinazolin-7-yl]methyl}-2-methylpiperazine-1-carboxylate was prepared from 5-(2-chlorophenyl)-1-(2,6-dichlorophenyl)-2-oxo-1,2,3,4-tetrahydroquinazoline-7-carbaldehyde (INTERMEDIATE AAA1) and 1-CBz-2-methylpiperazine as described in EXAMPLE AAA1, STEP A. 1H NMR (CDCl3, 500 MHz): δ 1.08 (d, 3H, J=5.9 Hz), 2.00 (m, 1H), 2.10 (m, 1H), 2.52 (d, 1H, J=11.0 Hz), 2.70 (m, 1H), 3.06 (m, 1H), 3.26 (m, 1H), 3.46 (m, 1H), 3.86... Reactants: O=Cc1cn(S(=O)(=O)c2ccccc2Br)c2ccccc12, ClCCl. The product is O=S(=O)(c1ccccc1Br)n1cc(CO)c2ccccc21. Reaction SMILES: [Br:1][c:2]1[c:3]([S:8](=[O:9])(=[O:10])[n:11]2[cH:12][c:13]([CH:20]=[O:21])[c:14]3[cH:15][cH:16][cH:17][cH:18][c:19]23)[cH:4][cH:5][cH:6][cH:7]1.[Cl:22][CH2:23][Cl:24]>>[Br:1][c:2]1[c:3]([S:8](=[O:9])(=[O:10])[n:11]2[cH:12][c:13]([CH2:20][OH:21])[c:14]3[cH:15][cH:16][cH:17][cH:18][c:19]23)[cH:4][cH:5][cH:6][cH:7]1.